This data is from the Open Reaction Database (ORD), a public repository of structured organic reaction records. The task is: describe an organic reaction: reactants, conditions, products, and yield Starting materials: FC(C=1C=C(C=CC1)O)(F)F (m-trifluoromethylphenol), [H-].[Na+] (sodium hydride), [I-].[K+] (potassium iodide), BrC(C(=O)OC)C1=CC=C(C=C1)OCCCOC1=CC=C(C=C1)Cl (methyl bromo{p-[3-(p-chlorophenoxy)propoxy]phenyl}acetate), O1CCCC1 (tetrahydrofuran). Solvent: CN(P(=O)(N(C)C)N(C)C)C (hexamethylphosphoramide). The product is ClC1=CC=C(OCCCOC2=CC=C(C=C2)CC(=O)OOC=2C(=C(C=CC2)C(F)(F)F)C)C=C1 (Methyl(α,α,α-trifluoro-m-tolyloxy) {p-[3-(p-chlorophenoxy)propoxy]phenyl}acetate). As a reaction SMILES: [F:1][C:2]([F:11])([F:10])[C:3]1[CH:4]=[C:5]([OH:9])[CH:6]=[CH:7][CH:8]=1.[H-].[Na+].[I-].[K+].Br[CH:17]([C:22]1[CH:27]=[CH:26][C:25]([O:28][CH2:29][CH2:30][CH2:31][O:32][C:33]2[CH:38]=[CH:37][C:36]([Cl:39])=[CH:35][CH:34]=2)=[CH:24][CH:23]=1)[C:18]([O:20]C)=[O:19].O1CCC[CH2:41]1>CN(C)P(N(C)C)(N(C)C)=O>[Cl:39][C:36]1[CH:35]=[CH:34][C:33]([O:32][CH2:31][CH2:30][CH2:29][O:28][C:25]2[CH:26]=[CH:27][C:22]([CH2:17][C:18]([O:20][O:9][C:5]3[C:4]([CH3:41])=[C:3]([C:2]([F:10])([F:11])[F:1])[CH:8]=[CH:7][CH:6]=3)=[O:19])=[CH:23][CH:24]=2)=[CH:38][CH:37]=1 |f:1.2,3.4|. Procedure details: As described in Example 30, a mixture of 3.4 g of m-trifluoromethylphenol, 0.755 g of 60% sodium hydride-oil dispersion, 3.5 g of potassium iodide, one ml of hexamethylphosphoramide and 7.9 g of methyl bromo{p-[3-(p-chlorophenoxy)propoxy]phenyl}acetate in 70 ml of tetrahydrofuran is refluxed for 18 hours and worked-up to give 10 g of oil. Purification gives 8.6 g of light amber oil. Starting materials: C(C)(=O)O (acetic acid), [O-][Mn](=O)(=O)=O.[K+] (KMnO4), CC(=O)C1=CC=C(C=C1)SC (4-(methylthio)acetophenone), S(=O)([O-])[O-].[Na+].[Na+] (sodium sulfite). Solvent: O (water), O (water). Reaction conditions: time 8 hour. The product is CC(=O)C1=CC=C(C=C1)S(=O)(=O)C (4-(methylsulfonyl)acetophenone). Reaction SMILES: [O-][Mn](=O)(=O)=O.[K+].[CH3:7][C:8]([C:10]1[CH:15]=[CH:14][C:13](SC)=[CH:12][CH:11]=1)=[O:9].[S:18]([O-:21])([O-])=[O:19].[Na+].[Na+].[C:24](O)(=O)C>O>[CH3:7][C:8]([C:10]1[CH:15]=[CH:14][C:13]([S:18]([CH3:24])(=[O:21])=[O:19])=[CH:12][CH:11]=1)=[O:9] |f:0.1,3.4.5|. Procedure: A solution of 152 g (0.96 mol) of KMnO4 in 3.5 1 of water is introduced into a mixture of 117.1 g (0.7 mol) of 4-(methylthio)acetophenone, prepared in Example 2c, and 292 ml of acetic acid. 2.3 l of water are added and the reaction temperature is allowed to return to room temperature. Saturated sodium sulfite solution is added dropwise until the solution is decolorized. This is left to stand overnight at room temperature. The solid obtained is filtered off, washed copiously with water and recrys... The reactants are [N+](=O)([O-])C=1C=CC(=NC1)N1C(CCC1)=O (1-(5-nitropyridin-2-yl)pyrrolidin-2-one). Reagents/catalysts: [Pd] (Pd/C). The solvent is CO (methanol). Yields the product NC=1C=CC(=NC1)N1C(CCC1)=O (1-(5-aminopyridin-2-yl)pyrrolidin-2-one). Isolated yield 109.4%. Reaction SMILES: [N+:1]([C:4]1[CH:5]=[CH:6][C:7]([N:10]2[CH2:14][CH2:13][CH2:12][C:11]2=[O:15])=[N:8][CH:9]=1)([O-])=O>[Pd].CO>[NH2:1][C:4]1[CH:5]=[CH:6][C:7]([N:10]2[CH2:14][CH2:13][CH2:12][C:11]2=[O:15])=[N:8][CH:9]=1. Reported procedure: A methanol (20 ml) solution containing 1-(5-nitropyridin-2-yl)pyrrolidin-2-one (31 mg) was prepared and subjected to a hydrogenation reaction (30° C.; 1 bar; flow rate: 1 ml/min; 10% Pd/C) using H-cube™. Then, the solvent was distilled away under reduced pressure, and a purple solid of 1-(5-aminopyridin-2-yl)pyrrolidin-2-one (29 mg) was thus obtained.